This data is from the Open Reaction Database (ORD), a public repository of structured organic reaction records. The task is: describe an organic reaction: reactants, conditions, products, and yield The reactants are O=C(O)C(O)C(O)C(=O)O, CN(C)CCCl, Cl, [H][H], [K+], [K], [OH-], O, CC1(C)C2CCC1(C)C(O)(c1ccccc1)C2, Cc1ccccc1C. The product is CN(C)CCOC1(c2ccccc2)CC2CCC1(C)C2(C)C. As a reaction SMILES: [C:27]([OH:28])(=[O:29])[CH:30]([CH:31]([C:32]([OH:33])=[O:34])[OH:35])[OH:36].[CH3:21][N:22]([CH2:23][CH2:24][Cl:25])[CH3:26].[ClH:37].[H:19][H:20].[K+:39].[K:1].[OH-:38].[OH2:48].[c:2]1([C:8]2([OH:18])[C:9]3([CH3:17])[CH2:10][CH2:11][CH:12]([CH2:13]2)[C:14]3([CH3:15])[CH3:16])[cH:3][cH:4][cH:5][cH:6][cH:7]1.[c:40]1([CH3:41])[c:42]([CH3:43])[cH:44][cH:45][cH:46][cH:47]1>>[c:2]1([C:8]2([O:18][CH2:24][CH2:23][N:22]([CH3:21])[CH3:26])[C:9]3([CH3:17])[CH2:10][CH2:11][CH:12]([CH2:13]2)[C:14]3([CH3:15])[CH3:16])[cH:3][cH:4][cH:5][cH:6][cH:7]1.